Dataset: the Open Reaction Database (ORD), a public repository of structured organic reaction records. Task: describe an organic reaction: reactants, conditions, products, and yield Starting materials: ClC(C(Cl)(Cl)Cl)NC(C=1C(O)=CC=CC1)=O (N-(1,2,2,2-tetrachloroethyl) salicylamide), FC(CO)(F)F (2,2,2-trifluoroethanol), N1=CC=CC=C1 (pyridine). Solvent: C1(=CC=CC=C1)C (toluene), C1(=CC=CC=C1)C (toluene). The product is ClC(C(OCC(F)(F)F)NC(C=1C(O)=CC=CC1)=O)(Cl)Cl (N-[2,2,2,-trichloro-1-(2,2,2,-trifluoroethoxy) ethyl]-salicylamide). The yield is 71.6%. As a reaction SMILES: Cl[CH:2]([NH:7][C:8](=[O:16])[C:9]1[C:10](=[CH:12][CH:13]=[CH:14][CH:15]=1)[OH:11])[C:3]([Cl:6])([Cl:5])[Cl:4].[F:17][C:18]([F:22])([F:21])[CH2:19][OH:20].N1C=CC=CC=1>C1(C)C=CC=CC=1>[Cl:4][C:3]([Cl:6])([Cl:5])[CH:2]([NH:7][C:8](=[O:16])[C:9]1[C:10](=[CH:12][CH:13]=[CH:14][CH:15]=1)[OH:11])[O:20][CH2:19][C:18]([F:22])([F:21])[F:17]. Reported procedure: A solution of N-(1,2,2,2-tetrachloroethyl) salicylamide (30 g) in toluene (100 ml) is added dropwise at less than 10° C. to a solution of 2,2,2-trifluoroethanol (10 g) and pyridine (18.6 g) in toluene (150 ml). After the addition, the mixture is stirred at room temperature for a while, and the contents are washed with water and a 1% aqueous solution of sodium hydrogen carbonate. The toluene layer is dehydrated, and the toluene is evaporated under reduced pressure to give the desired N-[2,2,2,-tr... The reactants are C(C1=CC=CC=C1)OC1=C(C(=O)NC2=C(C(=O)OC(C)(C)C)C=CC(=C2)C2=CC=CC=C2)C=C(C=C1)OC1=CC=CC=C1 (tert-butyl 2-(2-(benzyloxy)-5-phenoxybenzamido)-4-phenylbenzoate). Reagents/catalysts: [C].[Pd] (palladium-carbon), [C].[Pd] (palladium-carbon). Solvent: CO (methanol), C(C)(=O)OCC (ethyl acetate), C(C)(=O)OCC (Ethyl acetate). Reaction conditions: time 2 hour. Yields the product OC1=C(C(=O)NC2=C(C(=O)OC(C)(C)C)C=CC(=C2)C2=CC=CC=C2)C=C(C=C1)OC1=CC=CC=C1 (tert-butyl 2-(2-hydroxy-5-phenoxybenzamido)-4-phenylbenzoate). The yield is 41.2%. As a reaction SMILES: C([O:8][C:9]1[CH:36]=[CH:35][C:34]([O:37][C:38]2[CH:43]=[CH:42][CH:41]=[CH:40][CH:39]=2)=[CH:33][C:10]=1[C:11]([NH:13][C:14]1[CH:26]=[C:25]([C:27]2[CH:32]=[CH:31][CH:30]=[CH:29][CH:28]=2)[CH:24]=[CH:23][C:15]=1[C:16]([O:18][C:19]([CH3:22])([CH3:21])[CH3:20])=[O:17])=[O:12])C1C=CC=CC=1>CO.C(OCC)(=O)C.[C].[Pd]>[OH:8][C:9]1[CH:36]=[CH:35][C:34]([O:37][C:38]2[CH:43]=[CH:42][CH:41]=[CH:40][CH:39]=2)=[CH:33][C:10]=1[C:11]([NH:13][C:14]1[CH:26]=[C:25]([C:27]2[CH:32]=[CH:31][CH:30]=[CH:29][CH:28]=2)[CH:24]=[CH:23][C:15]=1[C:16]([O:18][C:19]([CH3:22])([CH3:21])[CH3:20])=[O:17])=[O:12] |f:3.4|. Procedure: To a solution mixture of the obtained tert-butyl 2-(2-(benzyloxy)-5-phenoxybenzamido)-4-phenylbenzoate (0.049 g) in methanol (1.5 mL) and ethyl acetate (1.5 mL), 10% palladium-carbon (0.025 g) was added, followed by stirring under a hydrogen atmosphere at room temperature for 2 hours. To the reaction mixture, 10% palladium-carbon (0.050 g) was added, followed by stirring under a hydrogen atmosphere at room temperature for 2 hours. Ethyl acetate was added to the reaction mixture, and the insolubl... Reaction SMILES: [Cl:1][C:2]1[CH:3]=[CH:4][C:5]2[NH:11][C:10](=O)[CH2:9][N:8]=[C:7]([C:13]3[C:18]([F:19])=[CH:17][CH:16]=[CH:15][C:14]=3[F:20])[C:6]=2[CH:21]=1.P12(SP3(SP(SP(S3)(S1)=S)(=S)S2)=S)=[S:23]>N1C=CC=CC=1>[Cl:1][C:2]1[CH:3]=[CH:4][C:5]2[NH:11][C:10](=[S:23])[CH2:9][N:8]=[C:7]([C:13]3[C:18]([F:19])=[CH:17][CH:16]=[CH:15][C:14]=3[F:20])[C:6]=2[CH:21]=1. Yields the product ClC=1C=CC2=C(C(=NCC(N2)=S)C2=C(C=CC=C2F)F)C1 (1,3-dihydro-7-chloro-5-(2,6-difluorophenyl)-2H-1,4-benzodiazepine-2-thione). Starting materials: ClC=1C=CC2=C(C(=NCC(N2)=O)C2=C(C=CC=C2F)F)C1 (1,3-dihydro-7-chloro-5-(2,6-difluorophenyl)-2H-1,4-benzodiazepin-2-one), P12(=S)SP3(=S)SP(=S)(S1)SP(=S)(S2)S3 (phosphorus pentasulfide). Solvent: N1=CC=CC=C1 (pyridine). Procedure: A solution of 7.65 g. (0.025 mole) of 1,3-dihydro-7-chloro-5-(2,6-difluorophenyl)-2H-1,4-benzodiazepin-2-one in 500 ml. of pyridine was treated with 5.55 g. (0.025 mole) of phosphorus pentasulfide and heated under reflux in a nitrogen atmosphere for two hours. The pyridine (350 ml.) was removed in vacuo and the thus-produced residue was poured onto crushed ice. The aqueous phase was extracted with methylene chloride and then discarded. The extract was washed successively with three 200-ml. porti... Starting materials: N (ammonia), C[C@@H]1C(=O)OC[C@@H]1C ((2S,3R)-2,3-dimethylbutyrolactone), ClCCl.CO (dichloromethane methanol). Run in C(C)O (ethanol). The product is C[C@H](C(=O)N)[C@H](CO)C ((2S,3R)-2,3-dimethyl-4-hydroxybutyramide). Yield: 60.9%. Reaction SMILES: [CH3:1][C@H:2]1[C@@H:7]([CH3:8])[CH2:6][O:5][C:3]1=[O:4].[NH3:9].ClCCl.CO>C(O)C>[CH3:1][C@@H:2]([C@@H:7]([CH3:8])[CH2:6][OH:5])[C:3]([NH2:9])=[O:4] |f:2.3|. Procedure details: (2S,3R)-2,3-dimethylbutyrolactone (1 gram) was dissolved in 5 ml of absolute ethanol, followed by the addition of 0.5 gram of gaseous ammonia. The solution was kept in a stoppered flask, and the progress of the reaction was followed by thin layer chromatography (eluent dichloromethane/methanol 20:1). After the reaction was judged complete, the ethanol was evaporated and the resulting residue redissolved in ethyl acetate. Ammonia was removed by extraction with 1% HCl, and the ethyl acetate soluti... Reactants: CC(C#N)c1cccc2c(-c3ccccc3)onc12, CCO, [Na+], [OH-], O. The product is CC(C(=O)O)c1cccc2c(-c3ccccc3)onc12. As a reaction SMILES: [CH3:1][CH:2]([C:3]#[N:4])[c:5]1[cH:6][cH:7][cH:8][c:9]2[c:10](-[c:14]3[cH:15][cH:16][cH:17][cH:18][cH:19]3)[o:11][n:12][c:13]12.[CH3:22][CH2:23][OH:24].[Na+:21].[OH-:20].[OH2:25]>>[CH3:1][CH:2]([C:3](=[O:20])[OH:24])[c:5]1[cH:6][cH:7][cH:8][c:9]2[c:10](-[c:14]3[cH:15][cH:16][cH:17][cH:18][cH:19]3)[o:11][n:12][c:13]12. Reactants: ClC=1C=CC(=C(/C=C/C(=O)OC)C1)NS(=O)(=O)C1=CC=CC=C1 (methyl trans-5-chloro-2-(phenylsulfonylamino)cinnamate), Br.BrCC(=O)C1=CN=CS1 (5-bromoacetylthiazole hydrobromide). The product is COC(CC1=C(NC2=CC=C(C=C12)Cl)C(=O)C1=CN=CS1)=O (Methyl[5-chloro-2-(thiazole-5-carbonyl)-1H-indol-3-yl]acetate). Reaction SMILES: [Cl:1][C:2]1[CH:3]=[CH:4][C:5]([NH:14]S(C2C=CC=CC=2)(=O)=O)=[C:6]([CH:13]=1)/[CH:7]=[CH:8]/[C:9]([O:11][CH3:12])=[O:10].Br.Br[CH2:26][C:27]([C:29]1[S:33][CH:32]=[N:31][CH:30]=1)=[O:28]>>[CH3:12][O:11][C:9](=[O:10])[CH2:8][C:7]1[C:6]2[C:5](=[CH:4][CH:3]=[C:2]([Cl:1])[CH:13]=2)[NH:14][C:26]=1[C:27]([C:29]1[S:33][CH:32]=[N:31][CH:30]=1)=[O:28] |f:1.2|. Procedure: The title compound was prepared according to the procedure described in Example 57 from methyl trans-5-chloro-2-(phenylsulfonylamino)cinnamate (Example 36, step 3) and 5-bromoacetylthiazole hydrobromide*.